This data is from the Open Reaction Database (ORD), a public repository of structured organic reaction records. The task is: describe an organic reaction: reactants, conditions, products, and yield Reactants: BrCC1OCC2=C(O1)C=C(C=C2)S(=O)(=O)C (2-(bromomethyl)-7-(methylsulfonyl)-4H-1,3-benzodioxine), ( 6 ), ( 5 ), N1CCC1 (azetidine), ( 4 ). Solvent: CCO (EtOH). Yields the product CS(=O)(=O)C=1C=CC2=C(OC(OC2)CN2CCC2)C1 (1-{[7-(METHYLSULFONYL)-4H-1,3-BENZODIOXIN-2-YL]METHYL}AZETIDINE). Reaction SMILES: Br[CH2:2][CH:3]1[O:8][C:7]2[CH:9]=[C:10]([S:13]([CH3:16])(=[O:15])=[O:14])[CH:11]=[CH:12][C:6]=2[CH2:5][O:4]1.[NH:17]1[CH2:20][CH2:19][CH2:18]1>CCO>[CH3:16][S:13]([C:10]1[CH:11]=[CH:12][C:6]2[CH2:5][O:4][CH:3]([CH2:2][N:17]3[CH2:20][CH2:19][CH2:18]3)[O:8][C:7]=2[CH:9]=1)(=[O:15])=[O:14]. Procedure details: Preparation according to Example 22 using 2-(bromomethyl)-7-(methylsulfonyl)-4H-1,3-benzodioxine (30 mg, 0.10 mmol), azetidine (0.10 ml, 1.5 mmol) and EtOH (1.0 ml). MS m/z (rel. intensity, 70 eV) 283 (M+, 1), 123 (4), 77 (6), 71 (5), 70 (bp). Starting materials: O[C@H](C(=O)O)[C@@H](CC)C ((+)-(2S, 3R)-2-hydroxy-3-methylpentanoic acid), N[C@@H]([C@H](C)CC)C(=O)O ((+)-L-allo isoleucine). Product: C(C)OC(C([C@@H](CC)C)=O)=O ((-)-ethyl-(R)-3-methyl-2-oxopentanoate). Isolated yield 93.0%. Reaction SMILES: [OH:1][C@@H:2]([C@H:6]([CH3:9])[CH2:7][CH3:8])[C:3]([OH:5])=[O:4].N[C@H:11](C(O)=O)[C@@H:12](CC)C>>[CH2:11]([O:4][C:3](=[O:5])[C:2](=[O:1])[C@H:6]([CH3:9])[CH2:7][CH3:8])[CH3:12]. Reported procedure: The synthesis was carried out in three steps, according to the following scheme: ##STR8## 2.1. Synthesis of (+)-(2S, 3R)-2-hydroxy-3-methylpentanoic acid [6]This compound was synthesised from (+)-L-allo isoleucine [5] ([α]D20 =+37° (5% in 6M HCl)) as described in 1.1. (yield: 93%). Reactants: O (water), C[Si](C)(C)[N-][Si](C)(C)C.[Na+] (NaN(TMS)2), C(=O)(OC)C1=CC=C2C=CNC2=C1 (6-carbomethoxyindole), CS(=O)(=O)Cl (MeSO2Cl). Product: CS(=O)(=O)N1C=CC2=CC=C(C=C12)C(=O)OC (N-methanesulfonyl-6-carbomethoxyindole). RXN SMILES: C[Si]([N-][Si](C)(C)C)(C)C.[Na+].[C:11]([C:15]1[CH:23]=[C:22]2[C:18]([CH:19]=[CH:20][NH:21]2)=[CH:17][CH:16]=1)([O:13][CH3:14])=[O:12].[CH3:24][S:25](Cl)(=[O:27])=[O:26].O>C1COCC1>[CH3:24][S:25]([N:21]1[C:22]2[C:18](=[CH:17][CH:16]=[C:15]([C:11]([O:13][CH3:14])=[O:12])[CH:23]=2)[CH:19]=[CH:20]1)(=[O:27])=[O:26] |f:0.1|. The solvent is C1CCOC1 (THF), C1CCOC1 (THF). Procedure: A solution of NaN(TMS)2 (1M) in THF (11 mmol, 11 ml) was added dropwise to a -78° C. solution of 6-carbomethoxyindole (876 mg, 5 mmol, prepared according to the procedure of Batcho, et al., Org. Synth. Coll. 7:34) in dry THF (10 ml). After stirring for 30 min, MeSO2Cl (1.47 mL) (Me=CH3) was added. The mixture was allowed to stir overnight then poured onto 100 ml of water. The mixture was extracted with CH2Cl2 (2×75 ml). The extracts were washed with brine, dried (Na2SO4), and the solvent was rem... Conditions: time 30 minute. Reactants: C(C)(=O)NN (acetohydrazide), BrC=1C(=CC=2N(C1)C(=NN2)CC=2C=NC(=CC2)C(F)(F)F)C2=CC=C(C=C2)Cl (6-bromo-7-(4-chlorophenyl)-3-((6-(trifluoromethyl)pyridin-3-yl)methyl)-[1,2,4]triazolo[4,3-a]pyridine). Solvent: C(C)(=O)O (acetic acid), FC(F)(F)C1=CC=CC=C1 ((trifluoromethyl)benzene). Yields the product BrC=1C(=CC=2N(C1)C(=NN2)CC=2C(=NC(=CC2)C(F)(F)F)C)C2=CC=C(C=C2)Cl (6-bromo-7-(4-chlorophenyl)-3-((2-methyl-6-(trifluoromethyl)pyridin-3-yl)methyl)-[1,2,4]triazolo[4,3-a]pyridine). The yield is 60.0%. Reaction SMILES: [C:1](NN)(=O)C.[Br:6][C:7]1[C:8]([C:27]2[CH:32]=[CH:31][C:30]([Cl:33])=[CH:29][CH:28]=2)=[CH:9][C:10]2[N:11]([C:13]([CH2:16][C:17]3[CH:18]=[N:19][C:20]([C:23]([F:26])([F:25])[F:24])=[CH:21][CH:22]=3)=[N:14][N:15]=2)[CH:12]=1>C(O)(=O)C.FC(C1C=CC=CC=1)(F)F>[Br:6][C:7]1[C:8]([C:27]2[CH:28]=[CH:29][C:30]([Cl:33])=[CH:31][CH:32]=2)=[CH:9][C:10]2[N:11]([C:13]([CH2:16][C:17]3[C:18]([CH3:1])=[N:19][C:20]([C:23]([F:26])([F:24])[F:25])=[CH:21][CH:22]=3)=[N:14][N:15]=2)[CH:12]=1. Reported procedure: The title compound (61 mg, 60%) as a white powder was prepared from N′-(5-bromo-4-(4-chlorophenyl)pyridin-2-yl)-2-(2-methyl-6-trifluoromethyl)pyridin-3-yl)acetohydrazide (100 mg, 0.20 mmol) in glacial acetic acid (0.6 mL) and (trifluoromethyl)benzene (1.8 mL) by the procedures analogous to those described for 6-bromo-7-(4-chlorophenyl)-3-((6-(trifluoromethyl)pyridin-3-yl)methyl)-[1,2,4]triazolo[4,3-a]pyridine (Example 56D). LC/MS (method B): retention time 1.83 min, [M+H]+=481.0.